Task: describe an organic reaction: reactants, conditions, products, and yield. Dataset: the Open Reaction Database (ORD), a public repository of structured organic reaction records The reactants are ClC=1C2=C(N=CN1)N=CC=C2 (4-chloro-pyrido[2,3-d]pyrimidine), C1CCC2=CC(=CC=C12)C1C(NC(NC1=O)=O)=O (5-(5-indanyl) barbituric acid). Conditions: temperature 130 celsius. The product is C1CCC2=CC(=CC=C12)C1(C(NC(NC1=O)=O)=O)C=1C2=C(N=CN1)N=CC=C2 (5-(5-indanyl)-5-(pyrido[2,3-d]pyrimidin-4-yl) barbituric acid). As a reaction SMILES: Cl[C:2]1[C:3]2[CH:11]=[CH:10][CH:9]=[N:8][C:4]=2[N:5]=[CH:6][N:7]=1.[CH2:12]1[C:20]2[C:15](=[CH:16][C:17]([CH:21]3[C:26](=[O:27])[NH:25][C:24](=[O:28])[NH:23][C:22]3=[O:29])=[CH:18][CH:19]=2)[CH2:14][CH2:13]1>>[CH2:12]1[C:20]2[C:15](=[CH:16][C:17]([C:21]3([C:2]4[C:3]5[CH:11]=[CH:10][CH:9]=[N:8][C:4]=5[N:5]=[CH:6][N:7]=4)[C:22](=[O:29])[NH:23][C:24](=[O:28])[NH:25][C:26]3=[O:27])=[CH:18][CH:19]=2)[CH2:14][CH2:13]1. Reported procedure: A slurry of 4-chloro-pyrido[2,3-d]pyrimidine (1.656 g, 10 mM) and 5-(5-indanyl) barbituric acid (2.443 g, 10 mM) is stirred in an oil bath. The temperature is raised to 130° C. in a period of 15 min. Then the temperature is further increased from 130° C. to 170° C. During this period apparently a reaction occurs since the slurry solidifies. The resulting solid is maintained for further 10 min at about 170° C. Then the reaction mixture is cooled, triturated with sodium bicarbonate solution and he... The reactants are C1CNC1, Cn1cc(C(=O)O)cn1, CN(C)C(=O)c1cnn(C)c1. Yields the product Cn1cc(C(=O)N2CCC2)cn1. RXN SMILES: [CH2:21]1[CH2:22][NH:23][CH2:24]1.[CH3:12][n:13]1[cH:14][c:15]([C:16]([OH:17])=[O:18])[cH:19][n:20]1.[CH3:1][N:2]([C:3](=[O:4])[c:5]1[cH:6][n:7][n:8]([CH3:10])[cH:9]1)[CH3:11]>>[CH2:1]1[N:2]([C:3](=[O:4])[c:5]2[cH:6][n:7][n:8]([CH3:10])[cH:9]2)[CH2:11][CH2:12]1. Starting materials: C(C)(=O)C1=CC(=C2C=CC=NC2=C1N1C[C@H](CC1)NC(C)=O)Cl (N-[(3S)-1-(7-acetyl-5-chloroquinolin-8-yl)pyrrolidin-3-yl]acetamide), C(C)(=O)[O-].[NH4+] (ammonium acetate), C(#N)[BH3-].[Na+] (sodium cyanoborohydride), resultant mixture. Run in CO (methanol), C(C)#N (acetonitrile). Reaction conditions: temperature 65 celsius. The product is NC(C)C1=CC(=C2C=CC=NC2=C1N1C[C@H](CC1)NC(C)=O)Cl (N-{(3S)-1-[7-(1-aminoethyl)-5-chloroquinolin-8-yl]pyrrolidin-3-yl}acetamide). RXN SMILES: [C:1]([C:4]1[C:13]([N:14]2[CH2:18][CH2:17][C@H:16]([NH:19][C:20](=[O:22])[CH3:21])[CH2:15]2)=[C:12]2[C:7]([CH:8]=[CH:9][CH:10]=[N:11]2)=[C:6]([Cl:23])[CH:5]=1)(=O)[CH3:2].C([O-])(=O)C.[NH4+].C([BH3-])#[N:30].[Na+]>CO.C(#N)C>[NH2:30][CH:1]([C:4]1[C:13]([N:14]2[CH2:18][CH2:17][C@H:16]([NH:19][C:20](=[O:22])[CH3:21])[CH2:15]2)=[C:12]2[C:7]([CH:8]=[CH:9][CH:10]=[N:11]2)=[C:6]([Cl:23])[CH:5]=1)[CH3:2] |f:1.2,3.4|. Procedure details: A mixture of N-[(3S)-1-(7-acetyl-5-chloroquinolin-8-yl)pyrrolidin-3-yl]acetamide (22 mg, 0.066 mmol) and ammonium acetate (51.1 mg, 0.663 mmol) in methanol (0.37 mL) and acetonitrile (0.38 mL) was heated at 65° C. in a sealed tube for 30 minutes. After cooling, sodium cyanoborohydride (8.33 mg, 0.133 mmol) was added to the resultant mixture. The reaction was heated at 65° C. for another 4 hours, then cooled to room temperature, quenched with saturated sodium bicarbonate, and extracted with dichl...